From a dataset of the Open Reaction Database (ORD), a public repository of structured organic reaction records. describe an organic reaction: reactants, conditions, products, and yield Reactants: S1C(=CC=C1)C(=O)C=1C2=C(N=C(N1)C(=O)OCC)C=CS2 (ethyl 4-(2-thienylcarbonyl)thieno[3,2-d]pyrimidine-2-carboxylate). Run in CO (MeOH), O (water). Product: S1C(=CC=C1)C(=O)C=1C2=C(N=C(N1)C(=O)OC)C=CS2 (Methyl 4-(2-thienylcarbonyl)thieno[3,2-d]pyrimidine-2-carboxylate). The yield is 77.4%. RXN SMILES: [S:1]1[CH:5]=[CH:4][CH:3]=[C:2]1[C:6]([C:8]1[C:9]2[S:21][CH:20]=[CH:19][C:10]=2[N:11]=[C:12]([C:14]([O:16][CH2:17]C)=[O:15])[N:13]=1)=[O:7]>CO.O>[S:1]1[CH:5]=[CH:4][CH:3]=[C:2]1[C:6]([C:8]1[C:9]2[S:21][CH:20]=[CH:19][C:10]=2[N:11]=[C:12]([C:14]([O:16][CH3:17])=[O:15])[N:13]=1)=[O:7]. Procedure details: A solution of ethyl 4-(2-thienylcarbonyl)thieno[3,2-d]pyrimidine-2-carboxylate (100 mg, 0.31 mmol) in MeOH (5 mL) was refluxed for 2 h, cooled, diluted with water and filtered to give the title compound (73 mg, 74%) as a cream solid. Reactants: ClCCl, Cc1cc(F)cnc1C, O=C(OO)c1cccc(Cl)c1. Yields the product Cc1cc(F)c[n+]([O-])c1C. As a reaction SMILES: [Cl:21][CH2:22][Cl:23].[F:1][c:2]1[cH:3][n:4][c:5]([CH3:9])[c:6]([CH3:8])[cH:7]1.[OH:10][O:11][C:12]([c:13]1[cH:14][c:15]([Cl:16])[cH:17][cH:18][cH:19]1)=[O:20]>>[F:1][c:2]1[cH:3][n+:4]([O-:10])[c:5]([CH3:9])[c:6]([CH3:8])[cH:7]1. The reactants are COc1ccc2cc(C(C)(O)c3cn(C(c4ccccc4)(c4ccccc4)c4ccccc4)cn3)ccc2c1, O=CO. Yields the product COc1ccc2cc(C(C)(O)c3c[nH]cn3)ccc2c1. As a reaction SMILES: [CH3:1][O:2][c:3]1[cH:4][c:5]2[cH:6][cH:7][c:8]([C:13]([CH3:14])([OH:15])[c:16]3[n:17][cH:18][n:19]([C:21]([c:22]4[cH:23][cH:24][cH:25][cH:26][cH:27]4)([c:28]4[cH:29][cH:30][cH:31][cH:32][cH:33]4)[c:34]4[cH:35][cH:36][cH:37][cH:38][cH:39]4)[cH:20]3)[cH:9][c:10]2[cH:11][cH:12]1.[CH:40]([OH:41])=[O:42]>>[CH3:1][O:2][c:3]1[cH:4][c:5]2[cH:6][cH:7][c:8]([C:13]([CH3:14])([OH:15])[c:16]3[n:17][cH:18][nH:19][cH:20]3)[cH:9][c:10]2[cH:11][cH:12]1. Starting materials: CN1C(CCC2=CC3=C(C=C12)CCN(CC3)C(=O)OCC)=O (ethyl 1-methyl-2-oxo-1,2,3,4,6,7,9,10-octahydro-8H-azepino[4,5-g]quinoline-8-carboxylate), [OH-].[K+] (potassium hydroxide), [OH-].[Na+] (sodium hydroxide), Cl (hydrochloric acid). Solvent: C(CO)O (ethylene glycol). Reaction conditions: temperature 120 celsius, time 18 hour. Product: Cl.CN1C(CCC2=CC3=C(C=C12)CCNCC3)=O (1-methyl-1,3,4,6,7,8,9,10-octahydro-2H-azepino[4,5-g]quinolin-2-one monohydrochloride). Reaction SMILES: [CH3:1][N:2]1[C:11]2[C:6](=[CH:7][C:8]3[CH2:16][CH2:15][N:14](C(OCC)=O)[CH2:13][CH2:12][C:9]=3[CH:10]=2)[CH2:5][CH2:4][C:3]1=[O:22].[OH-].[K+].[ClH:25].[OH-].[Na+]>C(O)CO>[ClH:25].[CH3:1][N:2]1[C:11]2[C:6](=[CH:7][C:8]3[CH2:16][CH2:15][NH:14][CH2:13][CH2:12][C:9]=3[CH:10]=2)[CH2:5][CH2:4][C:3]1=[O:22] |f:1.2,4.5,7.8|. Procedure: To 150 mg of ethyl 1-methyl-2-oxo-1,2,3,4,6,7,9,10-octahydro-8H-azepino[4,5-g]quinoline-8-carboxylate were added 4 ml of ethylene glycol and 2 ml of a 40% aqueous potassium hydroxide solution, followed by heating at 120° C. and stirring for 18 hours. The reaction mixture was ice-cooled and the liquid was made acidic by the addition of concentrated hydrochloric acid, followed by stirring for an additional 1 hour. The reaction mixture was neutralized with a 1 M aqueous sodium hydroxide solution an... Reactants: CC(CC(C1=CC=C(C=C1)N1N=CC(=C1)C(F)(F)F)NC1=NC=C(C(=O)O)C=C1)C ((+/−)-6-(3-methyl-1-(4-(4-(trifluoromethyl)-1H-pyrazol-1-yl)phenyl)butylamino)nicotinic acid), O-(7-Azabenzotriazol-1-yl)-N,N,N′N′-tetramethyluronium hexafluorophosphate, Cl.NCCC(=O)OC (Methyl 3-aminopropionate hydrochloride), C(C)(C)N(CC)C(C)C (diisopropylethylamine). Solvent: CN(C=O)C (N,N-dimethylformamide), [Cl-].[NH4+] (ammonium chloride). Reaction conditions: time 45 minute. Yields the product CC(CC(C1=CC=C(C=C1)N1N=CC(=C1)C(F)(F)F)NC1=NC=C(C(=O)NCCC(=O)OC)C=C1)C (methyl 3-(6-(3-methyl-1-(4-(4-(trifluoromethyl)-1H-pyrazol-1-yl)phenyl)butylamino)nicotinamido)propanoate). Isolated yield 82.8%. Reaction SMILES: [CH3:1][CH:2]([CH3:30])[CH2:3][CH:4]([NH:20][C:21]1[CH:29]=[CH:28][C:24]([C:25]([OH:27])=O)=[CH:23][N:22]=1)[C:5]1[CH:10]=[CH:9][C:8]([N:11]2[CH:15]=[C:14]([C:16]([F:19])([F:18])[F:17])[CH:13]=[N:12]2)=[CH:7][CH:6]=1.Cl.[NH2:32][CH2:33][CH2:34][C:35]([O:37][CH3:38])=[O:36].C(N(C(C)C)CC)(C)C>CN(C)C=O.[Cl-].[NH4+]>[CH3:30][CH:2]([CH3:1])[CH2:3][CH:4]([NH:20][C:21]1[CH:29]=[CH:28][C:24]([C:25]([NH:32][CH2:33][CH2:34][C:35]([O:37][CH3:38])=[O:36])=[O:27])=[CH:23][N:22]=1)[C:5]1[CH:6]=[CH:7][C:8]([N:11]2[CH:15]=[C:14]([C:16]([F:18])([F:17])[F:19])[CH:13]=[N:12]2)=[CH:9][CH:10]=1 |f:1.2,5.6|. Procedure details: To a solution of (+/−)-6-(3-methyl-1-(4-(4-(trifluoromethyl)-1H-pyrazol-1-yl)phenyl)butylamino)nicotinic acid (50 mg, 0.12 mmol) in N,N-dimethylformamide (5 mL) was added O-(7-Azabenzotriazol-1-yl)-N,N,N′N′-tetramethyluronium hexafluorophosphate (67.7 mg, 0.178 mmol). The mixture was stirred for 45 minutes. Methyl 3-aminopropionate hydrochloride (24.6 mg, 0.178 mmol) and diisopropylethylamine (61.5 mg, 0.476 mmol) were added. The resulting mixture was stirred at room temperature for 2 hours. The... The reactants are ClC1=CC=C2C=CC(=NC2=C1)C=CC=1C=C(C=CC1)C(C=C)O (1-(3-(2-(7-chloro-2-quinolinyl)ethenyl)phenyl)-2-propen-1-ol), [Li]OC(=O)C.O (LiOAc.H2O), [Li+].[Cl-] (LiCl), IC1=C(C=CC=C1)C(C(=O)OC)C (methyl 2-(2-iodophenyl)propanoate), C(=O)(O)[O-].[Na+] (NaHCO3). Reagents/catalysts: [N+](CCCC)(CCCC)(CCCC)CCCC.[Cl-] (n-Bu4NCl), CC(=O)[O-].CC(=O)[O-].[Pd+2] (Pd(OAc)2). The solvent is CN(C)C=O (DMF). Conditions: temperature 100 celsius, time 2 hour. Product: ClC1=CC=C2C=CC(=NC2=C1)C=CC=1C=C(C=CC1)C(CCC1=C(C=CC=C1)C(C(=O)OC)C)=O (Methyl 2-(2-(3-(3-(2-(7-chloro-2-quinolinyl)ethenyl)phenyl)-3-oxopropyl)phenyl)propanoate). As a reaction SMILES: [Cl:1][C:2]1[CH:11]=[C:10]2[C:5]([CH:6]=[CH:7][C:8]([CH:12]=[CH:13][C:14]3[CH:15]=[C:16]([CH:20]([OH:23])[CH:21]=[CH2:22])[CH:17]=[CH:18][CH:19]=3)=[N:9]2)=[CH:4][CH:3]=1.[Li]OC(C)=O.O.[Li+].[Cl-].I[C:33]1[CH:38]=[CH:37][CH:36]=[CH:35][C:34]=1[CH:39]([CH3:44])[C:40]([O:42][CH3:43])=[O:41].C([O-])(O)=O.[Na+]>[N+](CCCC)(CCCC)(CCCC)CCCC.[Cl-].CN(C=O)C.CC([O-])=O.CC([O-])=O.[Pd+2]>[Cl:1][C:2]1[CH:11]=[C:10]2[C:5]([CH:6]=[CH:7][C:8]([CH:12]=[CH:13][C:14]3[CH:15]=[C:16]([C:20](=[O:23])[CH2:21][CH2:22][C:33]4[CH:38]=[CH:37][CH:36]=[CH:35][C:34]=4[CH:39]([CH3:44])[C:40]([O:42][CH3:43])=[O:41])[CH:17]=[CH:18][CH:19]=3)=[N:9]2)=[CH:4][CH:3]=1 |f:1.2,3.4,6.7,8.9,11.12.13|. Procedure: A degassed suspension of the product of Step 1 (15.0 g, 46.6 mmol), n-Bu4NCl (25.9 g, 93 mmol), LiOAc.H2O (7.7 g, 115 mmol), LiCl (1.98 g, 93 mmol), Pd(OAc)2 (0.315 g, 1.4 mmol), and methyl 2-(2-iodophenyl)propanoate in DMF (90 mL) was stirred for 2 hours at 100° C. The dark red solution was then cooled to 0° C. and poured into saturated NaHCO3 solution (500 mL). The product was extracted with EtOAc and the organic layer was washed with H2O followed by brine. The solvent was removed under vacuum... Yields the product C(=O)(NC1CCCCC1)NC1CCCCC1 (dicylcohexylurea). RXN SMILES: C1[C@H](N)[C@@H]([O:8][C@H]2O[C@H](CN)[C@@H](O)[C@H](O)[C@H]2N)[C@H](O[C@@H]2O[C@H](CO)[C@@H](O)[C@H]2O)[C@@H](O)[C@@H]1N.FC(F)(F)C([O-])=O.[CH:39]1([N:45]=[C:46]=[N:47][CH:48]2[CH2:53][CH2:52][CH2:51][CH2:50][CH2:49]2)[CH2:44][CH2:43][CH2:42][CH2:41][CH2:40]1.C1[C@H](N)[C@@H](O[C@H]2O[C@H](CN)[C@@H](O)[C@H](O)[C@H]2N)[C@H](O[C@@H]2O[C@H](CO)[C@@H](O)[C@H]2O)[C@@H](O)[C@@H]1N.C(O)(=O)C>O1CCCC1.CN(C)C=O>[C:46]([NH:45][CH:39]1[CH2:40][CH2:41][CH2:42][CH2:43][CH2:44]1)([NH:47][CH:48]1[CH2:53][CH2:52][CH2:51][CH2:50][CH2:49]1)=[O:8] |f:0.1|. The reactants are C1[C@H]([C@@H]([C@H]([C@@H]([C@H]1N)O[C@@H]2[C@@H]([C@H]([C@@H]([C@H](O2)CN)O)O)N)O[C@H]3[C@@H]([C@@H]([C@H](O3)CO)O)O)O)N.FC(C(=O)[O-])(F)F (ribostamycin trifluoroacetate), substituted valeric acid, C1(CCCCC1)N=C=NC1CCCCC1 (dicyclohexylcarbodiimide), C1[C@H]([C@@H]([C@H]([C@@H]([C@H]1N)O[C@@H]2[C@@H]([C@H]([C@@H]([C@H](O2)CN)O)O)N)O[C@H]3[C@@H]([C@@H]([C@H](O3)CO)O)O)O)N (ribostamycin), C1(CCCCC1)N=C=NC1CCCCC1 (dicyclohexylcarbodiimide), (S)-α-hydroxy-δ-N-phthalimido-n-valeric acid, C(C)(=O)O (acetic acid). Procedure details: 2 g of the ribostamycin trifluoroacetate prepared in the same manner as in Example 1 was taken and dissolved in 35 ml of a liquid mixture of tetrahydrofuran and dimethylformamide (10:1 by volume). This solution was admixed with a solution of 1.74 g of (S)-α-hydroxy-δ-N-phthalimido-n-valeric acid in 16 ml tetrahydrofuran. A solution of 3.62 g. of dicyclohexylcarbodiimide in 16 ml of tetrahydrofuran was added thereto under ice-cooling. The mixture was agitated for 30 minutes under ice-cooling and ... Solvent: O1CCCC1 (tetrahydrofuran), O1CCCC1 (tetrahydrofuran), liquid, O1CCCC1 (tetrahydrofuran), CN(C=O)C (dimethylformamide). Reaction conditions: time 30 minute. Reactants: ClC1=NC=NC(=C1)OCC#C (4-chloro-6-(2-propynyloxy)pyrimidine), C([O-])([O-])=O.[K+].[K+] (potassium carbonate), ClC1=CC=C(C=C1)O (4-chlorophenol), [Cl-].[NH4+] (ammonium chloride). Run in CN(C=O)C (N,N-dimethylformamide). Conditions: temperature 60 celsius, time 7 hour. Product: ClC1=CC=C(OC2=NC=NC(=C2)OCC#C)C=C1 (4-(4-chlorophenoxy)-6-(2-propynyloxy)pyrimidine). Isolated yield 32.3%. As a reaction SMILES: Cl[C:2]1[CH:7]=[C:6]([O:8][CH2:9][C:10]#[CH:11])[N:5]=[CH:4][N:3]=1.C(=O)([O-])[O-].[K+].[K+].[Cl:18][C:19]1[CH:24]=[CH:23][C:22]([OH:25])=[CH:21][CH:20]=1.[Cl-].[NH4+]>CN(C)C=O>[Cl:18][C:19]1[CH:24]=[CH:23][C:22]([O:25][C:2]2[CH:7]=[C:6]([O:8][CH2:9][C:10]#[CH:11])[N:5]=[CH:4][N:3]=2)=[CH:21][CH:20]=1 |f:1.2.3,5.6|. Reported procedure: To 5 ml of N,N-dimethylformamide were added 0.2 g of 4-chloro-6-(2-propynyloxy)pyrimidine, 0.23 g of potassium carbonate and 0.4 g of 4-chlorophenol, followed by stirring at 60° C. for 7 hours. The reaction mixture was then left for cooling to room temperature and poured into a saturated aqueous ammonium chloride solution, which was extracted three times with chloroform. The chloroform layers were combined, washed with diluted hydrochloric acid and then with water, and dried over anhydrous magne... Starting materials: CC#N, CC(C)C(NC(=O)OC(C)(C)C)C(=O)OCC(C)(C)C(=O)OCCl, [I-], [Na+]. The product is CC(C)C(NC(=O)OC(C)(C)C)C(=O)OCC(C)(C)C(=O)OCI. As a reaction SMILES: [CH3:27][C:28]#[N:29].[Cl:1][CH2:2][O:3][C:4]([C:5]([CH2:6][O:7][C:8]([CH:9]([NH:10][C:11](=[O:12])[O:13][C:14]([CH3:15])([CH3:16])[CH3:17])[CH:18]([CH3:19])[CH3:20])=[O:21])([CH3:22])[CH3:23])=[O:24].[I-:26].[Na+:25]>>[CH2:2]([O:3][C:4]([C:5]([CH2:6][O:7][C:8]([CH:9]([NH:10][C:11](=[O:12])[O:13][C:14]([CH3:15])([CH3:16])[CH3:17])[CH:18]([CH3:19])[CH3:20])=[O:21])([CH3:22])[CH3:23])=[O:24])[I:26]. Starting materials: CS(=O)(=O)N (methanesulfonamide), C1(CC1)C=1C(=CC(=C(C(=O)O)C1)F)OCC12CCCCC2C1(F)F (5-cyclopropyl-4-((7,7-difluorobicyclo[4.1.0]heptan-1-yl)methoxy)-2-fluorobenzoic acid), COCCS(=O)(=O)N (2-methoxyethanesulfonamide), C(#N)C1(C2CC3CC(CC1C3)C2)COC2=CC(=C(C(=O)O)C=C2C2CC2)F (4-((2-cyanoadamantan-2-yl)methoxy)-5-cyclopropyl-2-fluorobenzoic acid). Yields the product C1(CC1)C=1C(=CC(=C(C(=O)NS(=O)(=O)CCOC)C1)F)OCC12CCCCC2C1(F)F (5-cyclopropyl-4-((7,7-difluorobicyclo[4.1.0]heptan-1-yl)methoxy)-2-fluoro-N-((2-methoxyethyl)sulfonyl)benzamide). RXN SMILES: CS(N)(=O)=O.[CH3:6][O:7][CH2:8][CH2:9][S:10]([NH2:13])(=[O:12])=[O:11].C(C1(COC2C(C3CC3)=CC(C(O)=O)=C(F)C=2)C2CC3CC(CC1C3)C2)#N.[CH:41]1([C:44]2[C:45]([O:54][CH2:55][C:56]34[C:62]([F:64])([F:63])[CH:61]3[CH2:60][CH2:59][CH2:58][CH2:57]4)=[CH:46][C:47]([F:53])=[C:48]([CH:52]=2)[C:49](O)=[O:50])[CH2:43][CH2:42]1>>[CH:41]1([C:44]2[C:45]([O:54][CH2:55][C:56]34[C:62]([F:64])([F:63])[CH:61]3[CH2:60][CH2:59][CH2:58][CH2:57]4)=[CH:46][C:47]([F:53])=[C:48]([CH:52]=2)[C:49]([NH:13][S:10]([CH2:9][CH2:8][O:7][CH3:6])(=[O:12])=[O:11])=[O:50])[CH2:43][CH2:42]1. Reported procedure: Following the procedure as described in Example 332 Step 7 and making non-critical variations to replace methanesulfonamide with 2-methoxyethanesulfonamide and to replace 4-((2-cyanoadamantan-2-yl)methoxy)-5-cyclopropyl-2-fluorobenzoic acid with 5-cyclopropyl-4-((7,7-difluorobicyclo[4.1.0]heptan-1-yl)methoxy)-2-fluorobenzoic acid, the title compound was obtained following purification by reverse-phase HPLC as a colorless powder (0.045 g, 74%): 1H NMR (300 MHz, DMSO-d6) δ 11.92 (br s, 1H), 7.13 (...